From a dataset of the Open Reaction Database (ORD), a public repository of structured organic reaction records. describe an organic reaction: reactants, conditions, products, and yield Reactants: Cl, O=N[O-], CNc1c(OC)cc(Cc2cnc(N)nc2N)cc1OC, [Na+], [Na+], [Na+], O=C([O-])[O-], O. The product is COc1cc(Cc2cnc(N)nc2N)cc(OC)c1N(C)N=O. As a reaction SMILES: [ClH:22].[N:23](=[O:24])[O-:25].[NH2:1][c:2]1[n:3][cH:4][c:5]([CH2:9][c:10]2[cH:11][c:12]([O:20][CH3:21])[c:13]([NH:18][CH3:19])[c:14]([O:16][CH3:17])[cH:15]2)[c:6]([NH2:8])[n:7]1.[Na+:26].[Na+:27].[Na+:28].[O-:29][C:30](=[O:31])[O-:32].[OH2:33]>>[NH2:1][c:2]1[n:3][cH:4][c:5]([CH2:9][c:10]2[cH:11][c:12]([O:20][CH3:21])[c:13]([N:18]([CH3:19])[N:23]=[O:24])[c:14]([O:16][CH3:17])[cH:15]2)[c:6]([NH2:8])[n:7]1. The reactants are CC1([C@@H]([C@@H]1C=C1CCC1)C(=O)O)C ((1R,cis) 2,2-dimethyl-3-cyclobutylidenemethyl-cyclopropane-1-carboxylic acid), C(CC=C)O (3-buten-1-ol). Product: CC1([C@@H]([C@@H]1C=C1CCC1)C(=O)OCCC=C)C (3-buten-1-yl (1R,cis) 2,2-dimethyl-3-cyclobutylidenemethyl-cyclopropane-1-carboxylate). Reaction SMILES: [CH3:1][C:2]1([CH3:13])[C@@H:4]([CH:5]=[C:6]2[CH2:9][CH2:8][CH2:7]2)[C@H:3]1[C:10]([OH:12])=[O:11].[CH2:14](O)[CH2:15][CH:16]=[CH2:17]>>[CH3:1][C:2]1([CH3:13])[C@@H:4]([CH:5]=[C:6]2[CH2:9][CH2:8][CH2:7]2)[C@H:3]1[C:10]([O:12][CH2:17][CH2:16][CH:15]=[CH2:14])=[O:11]. Reported procedure: Using the procedure of Example 1, (1R,cis) 2,2-dimethyl-3-cyclobutylidenemethyl-cyclopropane-1-carboxylic acid and 3-buten-1-ol were reacted to obtain 3-buten-1-yl (1R,cis) 2,2-dimethyl-3-cyclobutylidenemethyl-cyclopropane-1-carboxylate. The reactants are CC1=C(C=NC=C1C=1C=C2CCC(N(C2=CC1)C)=O)CNC(=O)C1=NC=CC=C1Cl (3-Chloro-pyridine-2-carboxylic acid [4-methyl-5-(1-methyl-2-oxo-1,2,3,4-tetrahydro-quinolin-6-yl)-pyridin-3-ylmethyl]-amide), [H-].[Na+] (sodium hydride), CI (methyl iodide). Yields the product CN(C(=O)C1=NC=CC=C1Cl)CC=1C=NC=C(C1C)C=1C=C2CCC(N(C2=CC1)C)=O (3-Chloro-pyridine-2-carboxylic acid methyl-[4-methyl-5-(1-methyl-2-oxo-1,2,3,4-tetrahydro-quinolin-6-yl)-pyridin-3-ylmethyl]-amide). As a reaction SMILES: [CH3:1][C:2]1[C:7]([C:8]2[CH:9]=[C:10]3[C:15](=[CH:16][CH:17]=2)[N:14]([CH3:18])[C:13](=[O:19])[CH2:12][CH2:11]3)=[CH:6][N:5]=[CH:4][C:3]=1[CH2:20][NH:21][C:22]([C:24]1[C:29]([Cl:30])=[CH:28][CH:27]=[CH:26][N:25]=1)=[O:23].[H-].[Na+].[CH3:33]I>>[CH3:33][N:21]([CH2:20][C:3]1[CH:4]=[N:5][CH:6]=[C:7]([C:8]2[CH:9]=[C:10]3[C:15](=[CH:16][CH:17]=2)[N:14]([CH3:18])[C:13](=[O:19])[CH2:12][CH2:11]3)[C:2]=1[CH3:1])[C:22]([C:24]1[C:29]([Cl:30])=[CH:28][CH:27]=[CH:26][N:25]=1)=[O:23] |f:1.2|. Reported procedure: In analogy to the procedure described for the preparation of example 195, 3-chloro-pyridine-2-carboxylic acid [4-methyl-5-(1-methyl-2-oxo-1,2,3,4-tetrahydro-quinolin-6-yl)-pyridin-3-ylmethyl]-amide (example 224) has been reacted with sodium hydride and methyl iodide to give the title compound as light brown amorphous solid. MS: 435.5 (M+H+). The reactants are C1(CC1)CN1CCN(CC1)CC=1C(=C(NC1C)C=O)C (4-(4-cyclopropylmethyl-piperazin-1-ylmethyl)-3,5-dimethyl-1H-pyrrole-2-carbaldehyde), ClC1=C(C(=CC=C1)Cl)CS(=O)(=O)C=1C=C2CC(NC2=CC1)=O (5-(2,6-Dichloro-phenylmethanesulfonyl)-1,3-dihydro-indol-2-one). Solvent: C(C)O (ethanol), N1CCCCC1 (piperidine). Product: C1(CC1)CN1CCN(CC1)CC=1C(=C(NC1C)\C=C\1/C(NC2=CC=C(C=C12)S(=O)(=O)CC1=C(C=CC=C1Cl)Cl)=O)C (3-[1-[4-(4-Cyclopropylmethyl-piperazin-1-ylmethyl)-3,5-dimethyl-1H-pyrrol-2-yl]-meth-(Z)-ylidene]-5-(2,6-dichloro-phenylmethanesulfonyl)-1,3-dihydro-indol-2-one). RXN SMILES: [Cl:1][C:2]1[CH:7]=[CH:6][CH:5]=[C:4]([Cl:8])[C:3]=1[CH2:9][S:10]([C:13]1[CH:14]=[C:15]2[C:19](=[CH:20][CH:21]=1)[NH:18][C:17](=[O:22])[CH2:16]2)(=[O:12])=[O:11].[CH:23]1([CH2:26][N:27]2[CH2:32][CH2:31][N:30]([CH2:33][C:34]3[C:35]([CH3:42])=[C:36]([CH:40]=O)[NH:37][C:38]=3[CH3:39])[CH2:29][CH2:28]2)[CH2:25][CH2:24]1>C(O)C.N1CCCCC1>[CH:23]1([CH2:26][N:27]2[CH2:32][CH2:31][N:30]([CH2:33][C:34]3[C:35]([CH3:42])=[C:36](/[CH:40]=[C:16]4\[C:17](=[O:22])[NH:18][C:19]5[C:15]\4=[CH:14][C:13]([S:10]([CH2:9][C:3]4[C:2]([Cl:1])=[CH:7][CH:6]=[CH:5][C:4]=4[Cl:8])(=[O:12])=[O:11])=[CH:21][CH:20]=5)[NH:37][C:38]=3[CH3:39])[CH2:29][CH2:28]2)[CH2:25][CH2:24]1. Reported procedure: 5-(2,6-Dichloro-phenylmethanesulfonyl)-1,3-dihydro-indol-2-one was condensed with 4-(4-cyclopropylmethyl-piperazin-1-ylmethyl)-3,5-dimethyl-1H-pyrrole-2-carbaldehyde in ethanol and piperidine to give the titled compound. MS m/z 613 [M−1]. Starting materials: FC(OC1=C(C=C(C=C1)C=1OC=C(N1)CNC(C1=NC=CC=C1C)=O)O)F (N-[2-(4-difluoromethoxy-3-hydroxyphenyl)oxazol-4-ylmethyl]-3-methylpicolinamide), C(C=C)Br (allyl bromide). Product: C(C=C)OC=1C=C(C=CC1OC(F)F)C=1OC=C(N1)CNC(C1=NC=CC=C1C)=O (N-[2-(3-allyloxy-4-difluoromethoxy phenyl)oxazol-4-ylmethyl]-3-methylpicolinamide). Reaction SMILES: [F:1][CH:2]([F:27])[O:3][C:4]1[CH:9]=[CH:8][C:7]([C:10]2[O:11][CH:12]=[C:13]([CH2:15][NH:16][C:17](=[O:25])[C:18]3[C:23]([CH3:24])=[CH:22][CH:21]=[CH:20][N:19]=3)[N:14]=2)=[CH:6][C:5]=1[OH:26].[CH2:28](Br)[CH:29]=[CH2:30]>>[CH2:30]([O:26][C:5]1[CH:6]=[C:7]([C:10]2[O:11][CH:12]=[C:13]([CH2:15][NH:16][C:17](=[O:25])[C:18]3[C:23]([CH3:24])=[CH:22][CH:21]=[CH:20][N:19]=3)[N:14]=2)[CH:8]=[CH:9][C:4]=1[O:3][CH:2]([F:1])[F:27])[CH:29]=[CH2:28]. Reported procedure: Using the compound obtained in Example 97 and allyl bromide, white solid N-[2-(3-allyloxy-4-difluoromethoxy phenyl)oxazol-4-ylmethyl]-3-methylpicolinamide was obtained following the procedure of Example 3. Reactants: CC(=O)N1CCNCC1, O=C([O-])[O-], CN1CCCC1=O, COc1ccc(N2CCOCC2)c2sc(NC(=O)c3ccc(Cl)nc3)nc12, [Cs+], [Cs+]. Reaction SMILES: [C:28]([CH3:29])(=[O:30])[N:31]1[CH2:32][CH2:33][NH:34][CH2:35][CH2:36]1.[C:37](=[O:38])([O-:39])[O-:40].[CH3:43][N:44]1[CH2:45][CH2:46][CH2:47][C:48]1=[O:49].[Cl:1][c:2]1[n:3][cH:4][c:5]([C:6](=[O:7])[NH:8][c:9]2[s:10][c:11]3[c:12]([n:13]2)[c:14]([O:24][CH3:25])[cH:15][cH:16][c:17]3[N:18]2[CH2:19][CH2:20][O:21][CH2:22][CH2:23]2)[cH:26][cH:27]1.[Cs+:41].[Cs+:42]>>[c:2]1([N:34]2[CH2:33][CH2:32][N:31]([C:28]([CH3:29])=[O:30])[CH2:36][CH2:35]2)[n:3][cH:4][c:5]([C:6](=[O:7])[NH:8][c:9]2[s:10][c:11]3[c:12]([n:13]2)[c:14]([O:24][CH3:25])[cH:15][cH:16][c:17]3[N:18]2[CH2:19][CH2:20][O:21][CH2:22][CH2:23]2)[cH:26][cH:27]1. The product is COc1ccc(N2CCOCC2)c2sc(NC(=O)c3ccc(N4CCN(C(C)=O)CC4)nc3)nc12. Starting materials: [BH4-], CC(C)(C)OC(=O)CC(NC(=O)OC(C)(C)C)C(=O)ON1C(=O)CCC1=O, C1CCOC1, [Cl-], [NH4+], [Na+], O. The product is CC(C)(C)OC(=O)CC(CO)NC(=O)OC(C)(C)C. RXN SMILES: [BH4-:1].[C:3]([CH3:4])([CH3:5])([CH3:6])[O:7][C:8](=[O:9])[NH:10][CH:11]([C:12](=[O:13])[O:14][N:15]1[C:16](=[O:17])[CH2:18][CH2:19][C:20]1=[O:21])[CH2:22][C:23](=[O:24])[O:25][C:26]([CH3:27])([CH3:28])[CH3:29].[CH2:32]1[O:33][CH2:34][CH2:35][CH2:36]1.[Cl-:30].[NH4+:31].[Na+:2].[OH2:37]>>[C:3]([CH3:4])([CH3:5])([CH3:6])[O:7][C:8](=[O:9])[NH:10][CH:11]([CH2:12][OH:13])[CH2:22][C:23](=[O:24])[O:25][C:26]([CH3:27])([CH3:28])[CH3:29].